From a dataset of the Open Reaction Database (ORD), a public repository of structured organic reaction records. describe an organic reaction: reactants, conditions, products, and yield Starting materials: ClCCN(CCCl)C1=CC=C(C=C1)N=C=O (4-[N,N-bis(2-chloroethyl)amino]phenylisocyanate), FC1=CC=C(C=C1)[N+](=O)[O-] (4-fluoronitrobenzene), N(CCO)CCO (diethanolamine). Product: OCCN(CCO)C1=CC=C(C=C1)[N+](=O)[O-] (4-[N,N-bis(2-hydroxyethyl)amino]nitrobenzene). Reaction SMILES: ClCCN(C1C=CC(N=C=O)=CC=1)CCCl.F[C:18]1[CH:23]=[CH:22][C:21]([N+:24]([O-:26])=[O:25])=[CH:20][CH:19]=1.[NH:27]([CH2:31][CH2:32][OH:33])[CH2:28][CH2:29][OH:30]>>[OH:30][CH2:29][CH2:28][N:27]([C:18]1[CH:23]=[CH:22][C:21]([N+:24]([O-:26])=[O:25])=[CH:20][CH:19]=1)[CH2:31][CH2:32][OH:33]. Procedure: The known compound phenylisocyanate N-mustard 19 can be prepared by following the literature procedure35,36 with modification (Scheme 3). The commercially available 4-fluoronitrobenzene (15) is reacted with diethanolamine under refluxing to give 4-[N,N-bis(2-hydroxyethyl)amino]nitrobenzene (16), which is then converted to 4-[N,N-bis(2-chloroethyl)amino]nitrobenzene (17) by treating with thionyl chloride. Catalytic hydrogenation (10% Pd/C, H2) of compound 17 in ethyl acetate affords N,N-bis(2-chl... Starting materials: O=C([O-])[O-], CN(C)C=O, Clc1ccc2nc(Cl)cnc2c1, CCOC(=O)C(C)Oc1ccc(O)cc1F, [K+], [K+], O. The product is CCOC(=O)C(C)Oc1ccc(Oc2cnc3cc(Cl)ccc3n2)cc1F. RXN SMILES: [C:29](=[O:30])([O-:31])[O-:32].[CH3:35][N:36]([CH3:37])[CH:38]=[O:39].[Cl:1][c:2]1[n:3][c:4]2[cH:5][cH:6][c:7]([Cl:12])[cH:8][c:9]2[n:10][cH:11]1.[F:13][c:14]1[c:15]([O:16][CH:17]([C:18](=[O:19])[O:20][CH2:21][CH3:22])[CH3:23])[cH:24][cH:25][c:26]([OH:28])[cH:27]1.[K+:33].[K+:34].[OH2:40]>>[c:2]1([O:28][c:26]2[cH:25][cH:24][c:15]([O:16][CH:17]([C:18](=[O:19])[O:20][CH2:21][CH3:22])[CH3:23])[c:14]([F:13])[cH:27]2)[n:3][c:4]2[cH:5][cH:6][c:7]([Cl:12])[cH:8][c:9]2[n:10][cH:11]1. The reactants are [C-]#N, Clc1ccnc2cc(I)oc12, ClCCl, [Cu]I, [K+], CN(C)C=O. Product: N#Cc1cc2nccc(Cl)c2o1. Reaction SMILES: [C-:12]#[N:13].[Cl:1][c:2]1[c:3]2[c:4]([n:5][cH:6][cH:7]1)[cH:8][c:9]([I:11])[o:10]2.[Cl:20][CH2:21][Cl:22].[Cu:23][I:24].[K+:14].[O:15]=[CH:16][N:17]([CH3:18])[CH3:19]>>[Cl:1][c:2]1[c:3]2[c:4]([n:5][cH:6][cH:7]1)[cH:8][c:9]([C:12]#[N:13])[o:10]2. Starting materials: BrC1=CC=CC=C1 (bromobenzene), C([O-])([O-])=O.[Cs+].[Cs+] (cesium carbonate), CC1(C2=C(C(=CC=C2)P(C3=CC=CC=C3)C4=CC=CC=C4)OC5=C(C=CC=C51)P(C6=CC=CC=C6)C7=CC=CC=C7)C (Xantphos), C(C)OC([C@@H]1NC(CC1)=O)=O (D-pyroglutamic acid ethyl ester). The reagents and catalysts are C=1C=CC(=CC1)/C=C/C(=O)/C=C/C2=CC=CC=C2.C=1C=CC(=CC1)/C=C/C(=O)/C=C/C2=CC=CC=C2.C=1C=CC(=CC1)/C=C/C(=O)/C=C/C2=CC=CC=C2.[Pd].[Pd] (tris(dibenzylideneacetone)dipalladium). Run in O1CCOCC1 (dioxane), CO (methanol). Yields the product O=C1CC[C@H](N1C1=CC=CC=C1)C(=O)OC (methyl 5-oxo-1-phenylprolinate). Isolated yield 28.0%. RXN SMILES: [CH2:1]([O:3][C:4](=[O:11])[C@H:5]1[CH2:9][CH2:8][C:7](=[O:10])[NH:6]1)C.Br[C:13]1[CH:18]=[CH:17][CH:16]=[CH:15][CH:14]=1.C(=O)([O-])[O-].[Cs+].[Cs+].CC1(C)C2C(=C(P(C3C=CC=CC=3)C3C=CC=CC=3)C=CC=2)OC2C(P(C3C=CC=CC=3)C3C=CC=CC=3)=CC=CC1=2>O1CCOCC1.CO.C1C=CC(/C=C/C(/C=C/C2C=CC=CC=2)=O)=CC=1.C1C=CC(/C=C/C(/C=C/C2C=CC=CC=2)=O)=CC=1.C1C=CC(/C=C/C(/C=C/C2C=CC=CC=2)=O)=CC=1.[Pd].[Pd]>[O:10]=[C:7]1[N:6]([C:13]2[CH:18]=[CH:17][CH:16]=[CH:15][CH:14]=2)[C@H:5]([C:4]([O:3][CH3:1])=[O:11])[CH2:9][CH2:8]1 |f:2.3.4,8.9.10.11.12|. Procedure details: D-pyroglutamic acid ethyl ester (0.200 g, 1.27 mmol) was dissolved in dioxane (5 ml) and treated with tris(dibenzylideneacetone)dipalladium (0) (0.058 g, 0.06 mmol), bromobenzene (0.351 ml, 1.53 mmol), cesium carbonate (0.621 g, 1.91 mmol) and Xantphos™ (0.110 g, 0.19 mmol). The resulting mixture was heated at reflux overnight and then allowed to cool to room temperature. The mixture was diluted with methanol and filtered. The filtrate was evaporated in vacuo and then partitioned between dichlor... Reactants: [Li]CCCC (nBuLi), ClC=1C=C(C=CC1)[C@H]1C[C@](C(N[C@@H]1C1=CC=C(C=C1)Cl)=O)(C)CC1OC(OC1)(C)C ((3R,5R,6S)-5-(3-chlorophenyl)-6-(4-chlorophenyl)-3-((2,2-dimethyl-1,3-dioxolan-4-yl)methyl)-3-methylpiperidin-2-one), C1(=CC=CC=C1)C (toluene), C(CCC)[Li] (Butyllithium), BrC1C=CCC1 (3-bromocyclopent-1-ene). The solvent is CCCCC (pentane), CCCCC (pentane), C1CCOC1 (THF). Run at temperature -78 celsius, time 1 hour. Yields the product ClC=1C=C(C=CC1)[C@H]1C[C@](C(N([C@@H]1C1=CC=C(C=C1)Cl)C1C=CCC1)=O)(C)CC1OC(OC1)(C)C ((3R,5R,6S)-5-(3-chlorophenyl)-6-(4-chlorophenyl)-1-(cyclopent-2-enyl)-3-((2,2-dimethyl-1,3-dioxolan-4-yl)methyl)-3-methylpiperidin-2-one). RXN SMILES: [Cl:1][C:2]1[CH:3]=[C:4]([C@@H:8]2[C@@H:13]([C:14]3[CH:19]=[CH:18][C:17]([Cl:20])=[CH:16][CH:15]=3)[NH:12][C:11](=[O:21])[C@:10]([CH2:23][CH:24]3[CH2:28][O:27][C:26]([CH3:30])([CH3:29])[O:25]3)([CH3:22])[CH2:9]2)[CH:5]=[CH:6][CH:7]=1.[C:31]1([CH3:37])[CH:36]=[CH:35][CH:34]=CC=1.C([Li])CCC.BrC1CCC=C1>CCCCC.C1COCC1>[Cl:1][C:2]1[CH:3]=[C:4]([C@@H:8]2[C@@H:13]([C:14]3[CH:15]=[CH:16][C:17]([Cl:20])=[CH:18][CH:19]=3)[N:12]([CH:31]3[CH2:36][CH2:35][CH:34]=[CH:37]3)[C:11](=[O:21])[C@:10]([CH2:23][CH:24]3[CH2:28][O:27][C:26]([CH3:30])([CH3:29])[O:25]3)([CH3:22])[CH2:9]2)[CH:5]=[CH:6][CH:7]=1. Procedure details: To (3R,5R,6S)-5-(3-chlorophenyl)-6-(4-chlorophenyl)-3-((2,2-dimethyl-1,3-dioxolan-4-yl)methyl)-3-methylpiperidin-2-one (Example 102, Step B) (0.909 g, 2.027 mmol) was added toluene (15 mL) and the mixture was concentrated under reduced pressure. This step was repeated three times. Inhibitor free THF (20 mL) was added and the solution was cooled to −78° C. Butyllithium in pentane (2.0M) (1.014 mL, 2.027 mmol) was added dropwise and the reaction mixture remained colorless. The reaction mixture war... Starting materials: O=C1CCC(=O)N1Br, Cc1ccc(C(=O)O)cc1Br, ClC(Cl)(Cl)Cl, CC(C)(C#N)N=NC(C)(C)C#N, O=C(O)CC(O)(CC(=O)O)C(=O)O. Yields the product O=C(O)c1ccc(CBr)c(Br)c1. RXN SMILES: [Br:12][N:13]1[C:14](=[O:15])[CH2:16][CH2:17][C:18]1=[O:19].[Br:1][c:2]1[cH:3][c:4]([C:5](=[O:6])[OH:7])[cH:8][cH:9][c:10]1[CH3:11].[C:45]([Cl:46])([Cl:47])([Cl:48])[Cl:49].[N:20]([C:21]([CH3:22])([CH3:23])[C:24]#[N:25])=[N:26][C:27]([CH3:28])([CH3:29])[C:30]#[N:31].[OH:32][C:33]([CH2:34][C:35]([C:36](=[O:37])[OH:38])([CH2:39][C:40](=[O:41])[OH:42])[OH:43])=[O:44]>>[Br:1][c:2]1[cH:3][c:4]([C:5](=[O:6])[OH:7])[cH:8][cH:9][c:10]1[CH2:11][Br:12]. The reactants are O=C([O-])O, ClCCl, CCCC[N+](CCCC)(CCCC)CCCC, COc1ccc(Oc2ccc3nn(-c4ccc(C#N)cc4)cc3c2)cc1, [I-], [Na+]. The product is N#Cc1ccc(-n2cc3cc(Oc4ccc(O)cc4)ccc3n2)cc1. RXN SMILES: [C:27](=[O:28])([OH:29])[O-:30].[CH2:32]([Cl:33])[Cl:34].[CH2:36]([N+:37]([CH2:38][CH2:39][CH2:40][CH3:41])([CH2:42][CH2:43][CH2:44][CH3:45])[CH2:46][CH2:47][CH2:48][CH3:49])[CH2:50][CH2:51][CH3:52].[CH3:1][O:2][c:3]1[cH:4][cH:5][c:6]([O:7][c:8]2[cH:9][c:10]3[cH:11][n:12](-[c:17]4[cH:18][cH:19][c:20]([C:21]#[N:22])[cH:23][cH:24]4)[n:13][c:14]3[cH:15][cH:16]2)[cH:25][cH:26]1.[I-:35].[Na+:31]>>[OH:2][c:3]1[cH:4][cH:5][c:6]([O:7][c:8]2[cH:9][c:10]3[cH:11][n:12](-[c:17]4[cH:18][cH:19][c:20]([C:21]#[N:22])[cH:23][cH:24]4)[n:13][c:14]3[cH:15][cH:16]2)[cH:25][cH:26]1. Starting materials: OC1=CC=CC=2C=C(OC21)C(=O)C=2C(=NOC2C)C2=CC=CC=C2 ((7-hydroxy-2-benzofuranyl)(5-methyl-3-phenyl-4-isoxazolyl)methanone), ClCC(=O)NC(C)C (N-(chloroacetyl)isopropylamine), C([O-])([O-])=O.[K+].[K+] (potassium carbonate). Run in CN(C)C=O (DMF). Reaction conditions: time 4 hour. Yields the product C(C)(C)NC(COC1=CC=CC=2C=C(OC21)C(=O)C=2C(=NOC2C)C2=CC=CC=C2)=O (N-Isopropyl-2-[2-(5-methyl-3-phenyl-isoxazole-4-carbonyl)-benzofuran-7-yloxy]-acetamide). The yield is 28.5%. As a reaction SMILES: [OH:1][C:2]1[C:10]2[O:9][C:8]([C:11]([C:13]3[C:14]([C:19]4[CH:24]=[CH:23][CH:22]=[CH:21][CH:20]=4)=[N:15][O:16][C:17]=3[CH3:18])=[O:12])=[CH:7][C:6]=2[CH:5]=[CH:4][CH:3]=1.Cl[CH2:26][C:27]([NH:29][CH:30]([CH3:32])[CH3:31])=[O:28].C(=O)([O-])[O-].[K+].[K+]>CN(C=O)C>[CH:30]([NH:29][C:27](=[O:28])[CH2:26][O:1][C:2]1[C:10]2[O:9][C:8]([C:11]([C:13]3[C:14]([C:19]4[CH:24]=[CH:23][CH:22]=[CH:21][CH:20]=4)=[N:15][O:16][C:17]=3[CH3:18])=[O:12])=[CH:7][C:6]=2[CH:5]=[CH:4][CH:3]=1)([CH3:32])[CH3:31] |f:2.3.4|. Reported procedure: To a solution of (7-hydroxy-2-benzofuranyl)(5-methyl-3-phenyl-4-isoxazolyl)methanone (example 4) (100 mg, 0.31 mmol) in DMF (5 mL) was added N-(chloroacetyl)isopropylamine (47 mg, 0.34 mmol) and potassium carbonate (173 mg, 1.25 mmol) and the reaction mixture was stirred at room temperature for 4 h. The mixture was then poured onto ice-water, and extracted with ethyl acetate. The combined organic layers were then washed with water and brine, dried over Na2SO4 and evaporated. Purification by chro...